This data is from the Open Reaction Database (ORD), a public repository of structured organic reaction records. The task is: describe an organic reaction: reactants, conditions, products, and yield RXN SMILES: [CH3:50][N:51]([CH3:52])[CH:53]=[O:54].[Cl:1][c:2]1[c:3]([CH2:4][n:5]2[c:6]([N:18]3[CH2:19][CH:20]([NH:24][C:25]([O:26][C:27]([CH3:28])([CH3:29])[CH3:30])=[O:31])[CH2:21][CH2:22][CH2:23]3)[cH:7][c:8]3[n:9]([CH3:17])[c:10](=[O:16])[n:11]([CH3:15])[c:12](=[O:14])[c:13]23)[cH:32][cH:33][cH:34][cH:35]1.[Cl:36][N:37]1[C:38](=[O:39])[CH2:40][CH2:41][C:42]1=[O:43].[K+:49].[S:44]([O-:45])([OH:46])(=[O:47])=[O:48]>>[Cl:1][c:2]1[c:3]([CH2:4][n:5]2[c:6]([N:18]3[CH2:19][CH:20]([NH:24][C:25]([O:26][C:27]([CH3:28])([CH3:29])[CH3:30])=[O:31])[CH2:21][CH2:22][CH2:23]3)[c:7]([Cl:36])[c:8]3[n:9]([CH3:17])[c:10](=[O:16])[n:11]([CH3:15])[c:12](=[O:14])[c:13]23)[cH:32][cH:33][cH:34][cH:35]1. The product is Cn1c(=O)c2c(c(Cl)c(N3CCCC(NC(=O)OC(C)(C)C)C3)n2Cc2ccccc2Cl)n(C)c1=O. Starting materials: CN(C)C=O, Cn1c(=O)c2c(cc(N3CCCC(NC(=O)OC(C)(C)C)C3)n2Cc2ccccc2Cl)n(C)c1=O, O=C1CCC(=O)N1Cl, [K+], O=S(=O)([O-])O. Reactants: COc1ccc(C(C)(C)C#CC#N)cc1C=O, COc1ccc(C(C)C#N)cc1CNC1CCCN(C(=O)OC(C)(C)C)C1c1ccccc1, CC(C)(C)OC(=O)N1CCCC(N)C1c1ccccc1. The product is COc1ccc(C(C)(C)C#CC#N)cc1CNC1CCCN(C(=O)OC(C)(C)C)C1c1ccccc1. As a reaction SMILES: [C:1](#[N:2])[C:3]#[C:4][C:5]([CH3:6])([CH3:7])[c:8]1[cH:9][cH:10][c:11]([O:16][CH3:17])[c:12]([CH:13]=[O:14])[cH:15]1.[C:38]([O:39][C:40]([N:41]1[CH2:42][CH2:43][CH2:44][CH:45]([NH:46][CH2:47][c:48]2[cH:49][c:50]([CH:51]([C:52]#[N:53])[CH3:54])[cH:55][cH:56][c:57]2[O:58][CH3:59])[CH:60]1[c:61]1[cH:62][cH:63][cH:64][cH:65][cH:66]1)=[O:67])([CH3:68])([CH3:69])[CH3:70].[NH2:18][CH:19]1[CH:20]([c:32]2[cH:33][cH:34][cH:35][cH:36][cH:37]2)[N:21]([C:25](=[O:26])[O:27][C:28]([CH3:29])([CH3:30])[CH3:31])[CH2:22][CH2:23][CH2:24]1>>[C:1](#[N:2])[C:3]#[C:4][C:5]([CH3:6])([CH3:7])[c:8]1[cH:9][cH:10][c:11]([O:16][CH3:17])[c:12]([CH2:13][NH:18][CH:19]2[CH:20]([c:32]3[cH:33][cH:34][cH:35][cH:36][cH:37]3)[N:21]([C:25](=[O:26])[O:27][C:28]([CH3:29])([CH3:30])[CH3:31])[CH2:22][CH2:23][CH2:24]2)[cH:15]1. The reactants are [BH4-].[Na+] (NaBH4), ClC1=C(C=O)C=CC(=C1)F (2-chloro-4-fluorobenzaldehyde), COC(CN)OC (aminoacetaldehyde dimethyl acetal), O (H2O). Solvent: C1(=CC=CC=C1)C (toluene). Conditions: temperature 0 celsius, time 18 hour. The product is ClC1=C(CNCC(OC)OC)C=CC(=C1)F ((2-chloro-4-fluoro-benzyl)-(2,2-dimethoxy-ethyl)-amine). Reaction SMILES: [Cl:1][C:2]1[CH:9]=[C:8]([F:10])[CH:7]=[CH:6][C:3]=1[CH:4]=O.[CH3:11][O:12][CH:13]([O:16][CH3:17])[CH2:14][NH2:15].O.[BH4-].[Na+]>C1(C)C=CC=CC=1>[Cl:1][C:2]1[CH:9]=[C:8]([F:10])[CH:7]=[CH:6][C:3]=1[CH2:4][NH:15][CH2:14][CH:13]([O:16][CH3:17])[O:12][CH3:11] |f:3.4|. Procedure details: A mixture of 2-chloro-4-fluorobenzaldehyde (3.17 g, 20 mmol, 1.0 eq.) and aminoacetaldehyde dimethyl acetal (2.18 mL, 20 mmol, 1.0 eq.) in toluene (50 mL) was stirred at 130° C. with concomitant removal of H2O (Dean-Stark) for 2.5 hours. The mixture was concentrated in vacuo and dried under h.v. The residue was dissolved in EtOH (100 mL). The solution was cooled to 0° C. and NaBH4 (1.14 g, 30 mmol, 1.5 eq.) was added portionwise. The cooling bath was removed and the solution was stirred at r.t. ... The reactants are N([C@@H](C)C(=O)NCC(=O)N[C@@H](C(C)C)C(=O)N1[C@H](C(=O)NCC(=O)N[C@@H](CC2=CC=CC=C2)C(=O)NCC(=O)N[C@@H](C(C)C)C(=O)NCC(=O)OCC2=CC=CC=C2)CCC1)C(=O)OC(C)(C)C (Boc-Ala-Gly-Val-Pro-Gly-Phe-Gly-Val-Gly-OBzl), N([C@@H](C)C(=O)NCC(=O)O)C(=O)OC(C)(C)C (Boc-Ala-Gly-OH). Solvent: O (H2O). Yields the product N([C@@H](C)C(=O)NCC(=O)N[C@@H](C(C)C)C(=O)N1[C@H](C(=O)NCC(=O)N[C@@H](CC2=CC=CC=C2)C(=O)NCC(=O)N[C@@H](C(C)C)C(=O)NCC(=O)O)CCC1)C(=O)OC(C)(C)C (Boc-Ala-Gly-Val-Pro-Gly-Phe-Gly-Val-Gly-OH). As a reaction SMILES: [NH:1]([C:62]([O:64][C:65]([CH3:68])([CH3:67])[CH3:66])=[O:63])[C@H:2]([C:4]([NH:6][CH2:7][C:8]([NH:10][C@H:11]([C:15]([N:17]1[CH2:61][CH2:60][CH2:59][C@H:18]1[C:19]([NH:21][CH2:22][C:23]([NH:25][C@H:26]([C:34]([NH:36][CH2:37][C:38]([NH:40][C@H:41]([C:45]([NH:47][CH2:48][C:49]([O:51]CC1C=CC=CC=1)=[O:50])=[O:46])[CH:42]([CH3:44])[CH3:43])=[O:39])=[O:35])[CH2:27][C:28]1[CH:33]=[CH:32][CH:31]=[CH:30][CH:29]=1)=[O:24])=[O:20])=[O:16])[CH:12]([CH3:14])[CH3:13])=[O:9])=[O:5])[CH3:3].N(C(OC(C)(C)C)=O)[C@H](C(NCC(O)=O)=O)C>O>[NH:1]([C:62]([O:64][C:65]([CH3:68])([CH3:67])[CH3:66])=[O:63])[C@H:2]([C:4]([NH:6][CH2:7][C:8]([NH:10][C@H:11]([C:15]([N:17]1[CH2:61][CH2:60][CH2:59][C@H:18]1[C:19]([NH:21][CH2:22][C:23]([NH:25][C@H:26]([C:34]([NH:36][CH2:37][C:38]([NH:40][C@H:41]([C:45]([NH:47][CH2:48][C:49]([OH:51])=[O:50])=[O:46])[CH:42]([CH3:43])[CH3:44])=[O:39])=[O:35])[CH2:27][C:28]1[CH:29]=[CH:30][CH:31]=[CH:32][CH:33]=1)=[O:24])=[O:20])=[O:16])[CH:12]([CH3:13])[CH3:14])=[O:9])=[O:5])[CH3:3]. Procedure: The nonapeptide benzylester (IX) was hydrogenated as described under VIII to obtain the acid in quantitative yield. Rf3 0 24. Anal. calcd. for C40H61N9O12 .H2O: C 55.09, H 7.16, N 14.3%. Found: C 54.69, H 7.16, N 13.81%. The reactants are C(C)(=O)C(C(=O)NC1=CC=CC=C1)C(C)=O (diacetyl acetanilide), O.NN (hydrazine hydrate), O (water). The solvent is C(C)(=O)O (acetic acid). Yields the product CC1=NNC(=C1C(=O)NC1=CC=CC=C1)C (3,5-dimethyl-N-phenyl-4-pyrazolecarboxamide). The yield is 88.0%. Reaction SMILES: [C:1]([CH:4]([C:14](=O)[CH3:15])[C:5]([NH:7][C:8]1[CH:13]=[CH:12][CH:11]=[CH:10][CH:9]=1)=[O:6])(=O)[CH3:2].O.[NH2:18][NH2:19].O>C(O)(=O)C>[CH3:2][C:1]1[C:4]([C:5]([NH:7][C:8]2[CH:13]=[CH:12][CH:11]=[CH:10][CH:9]=2)=[O:6])=[C:14]([CH3:15])[NH:19][N:18]=1 |f:1.2|. Procedure: The foregoing diacetyl acetanilide (2.2 g) in glacial acetic acid (30 ml) was treated with hydrazine hydrate (1.5 g) and the mixture boiled under reflux for 30 min. The mixture was then poured into water and the product collected and crystallised from ethanol. 3,5-dimethyl-N-phenyl-4-pyrazolecarboxamide (1.9 g, 86%) was obtained as colourless plates, m.p. 244-5° C (Found: C, 66.8 H, 6.0 N, 19.3 C12H13N3O requires C, 66.9; H, 6.1; N, 19.5%). Reactants: C(=O)(O)[O-].[Na+] (NaHCO3), C(C1=CC=CC=C1)N1CCN(CC1)C1=CC=C(C(=N1)CS(=O)(=O)C1=CC=CC=C1)[N+](=O)[O-] (6-(4-benzylpiperazin-1-yl)-3-nitro-2-[(phenylsulfonyl)-methyl]pyridine), [Sn] (tin), Cl (HCl). As a reaction SMILES: [CH2:1]([N:8]1[CH2:13][CH2:12][N:11]([C:14]2[N:19]=[C:18]([CH2:20][S:21]([C:24]3[CH:29]=[CH:28][CH:27]=[CH:26][CH:25]=3)(=[O:23])=[O:22])[C:17]([N+:30]([O-])=O)=[CH:16][CH:15]=2)[CH2:10][CH2:9]1)[C:2]1[CH:7]=[CH:6][CH:5]=[CH:4][CH:3]=1.[Sn].Cl.C([O-])(O)=O.[Na+]>CO>[NH2:30][C:17]1[C:18]([CH2:20][S:21]([C:24]2[CH:25]=[CH:26][CH:27]=[CH:28][CH:29]=2)(=[O:23])=[O:22])=[N:19][C:14]([N:11]2[CH2:10][CH2:9][N:8]([CH2:1][C:2]3[CH:3]=[CH:4][CH:5]=[CH:6][CH:7]=3)[CH2:13][CH2:12]2)=[CH:15][CH:16]=1 |f:3.4,^3:32|. Product: NC=1C(=NC(=CC1)N1CCN(CC1)CC1=CC=CC=C1)CS(=O)(=O)C1=CC=CC=C1 (3-Amino-6-(4-benzylpiperazin-1-yl)-2-[(phenylsulfonyl)methyl]-pyridine). Conditions: temperature 50 celsius, time 16 hour. Procedure details: A stirred mixture of 6-(4-benzylpiperazin-1-yl)-3-nitro-2-[(phenylsulfonyl)-methyl]pyridine (1.81 g, 4.00 mmol) and granular tin (2.09 g, 17.6 mmol) in methanol is treated with conc. HCl, heated under nitrogen at 50° C. for 7 h, stirred at ambient temperatures for 16 h, poured into aqueous NaHCO3 and extracted with EtOAc. The combined extracts are dried over MgSO4 and concentrated in vacuo. The resultant residue is chromatographed (silica gel, EtOAc as eluent) to afford the title compound as a y... The yield is 87.0%. The solvent is CO (methanol).